From a dataset of the Open Reaction Database (ORD), a public repository of structured organic reaction records. describe an organic reaction: reactants, conditions, products, and yield Starting materials: C(C)OC(=O)C=1C=NN(C1)C1=NC2=CC=C(C=C2C(N1COCC[Si](C)(C)C)=O)N (1-[6-amino-4-oxo-3-(2-trimethylsilanyl-ethoxymethyl)-3,4-dihydro-quinazolin-2-yl]-1H-pyrazole-4-carboxylic acid ethyl ester), C(C1=CC=CC=C1)=O (benzaldehyde), C(C)(=O)O[BH-](OC(C)=O)OC(C)=O.[Na+] (Sodium triacetoxyborohydride). Run in ClCCCl (DCE). Conditions: time 18 hour. The product is C(C)OC(=O)C=1C=NN(C1)C1=NC2=CC=C(C=C2C(N1COCC[Si](C)(C)C)=O)NCC1=CC=CC=C1 (1-[6-benzylamino-4-oxo-3-(2-trimethylsilanyl-ethoxymethyl)-3,4-dihydro-quinazolin-2-yl]-1H-pyrazole-4-carboxylic acid ethyl ester). Isolated yield 90.3%. Reaction SMILES: [CH2:1]([O:3][C:4]([C:6]1[CH:7]=[N:8][N:9]([C:11]2[N:20]([CH2:21][O:22][CH2:23][CH2:24][Si:25]([CH3:28])([CH3:27])[CH3:26])[C:19](=[O:29])[C:18]3[C:13](=[CH:14][CH:15]=[C:16]([NH2:30])[CH:17]=3)[N:12]=2)[CH:10]=1)=[O:5])[CH3:2].[CH:31](=O)[C:32]1[CH:37]=[CH:36][CH:35]=[CH:34][CH:33]=1.C(O[BH-](OC(=O)C)OC(=O)C)(=O)C.[Na+]>ClCCCl>[CH2:1]([O:3][C:4]([C:6]1[CH:7]=[N:8][N:9]([C:11]2[N:20]([CH2:21][O:22][CH2:23][CH2:24][Si:25]([CH3:28])([CH3:27])[CH3:26])[C:19](=[O:29])[C:18]3[C:13](=[CH:14][CH:15]=[C:16]([NH:30][CH2:31][C:32]4[CH:37]=[CH:36][CH:35]=[CH:34][CH:33]=4)[CH:17]=3)[N:12]=2)[CH:10]=1)=[O:5])[CH3:2] |f:2.3|. Procedure details: A vial was charged with 1-[6-amino-4-oxo-3-(2-trimethylsilanyl-ethoxymethyl)-3,4-dihydro-quinazolin-2-yl]-1H-pyrazole-4-carboxylic acid ethyl ester (0.250 g, 0.582 mmol), benzaldehyde (59.2 μL, 0.582 mmol), and 4 Å MS (0.25 g). DCE was added (1.9 mL) and the reaction mixture was stirred at room temperature for 18 h. Sodium triacetoxyborohydride (0.308 g, 1.46 mmol) was added and the reaction mixture was stirred for a further 24 h. The reaction was quenched with saturated aqueous sodium bicarbona...